This data is from the Open Reaction Database (ORD), a public repository of structured organic reaction records. The task is: describe an organic reaction: reactants, conditions, products, and yield Reactants: CC(C)C(=O)Cl, CCOC(C)=O, ClCCCl, CCOC(=O)c1cccc(NC(=O)NC2CNc3ccc(C)cc3N(CC(=O)c3ccccc3C)C2=O)c1, c1ccncc1. The product is CCOC(=O)c1cccc(NC(=O)NC2CN(C(=O)C(C)C)c3ccc(C)cc3N(CC(=O)c3ccccc3C)C2=O)c1. Reaction SMILES: [C:39]([CH:40]([CH3:41])[CH3:42])(=[O:43])[Cl:44].[CH3:51][CH2:52][O:53][C:54](=[O:55])[CH3:56].[Cl:57][CH2:58][CH2:59][Cl:60].[c:1]1([CH3:38])[c:2]([C:7](=[O:8])[CH2:9][N:10]2[C:11](=[O:37])[CH:12]([NH:22][C:23](=[O:24])[NH:25][c:26]3[cH:27][c:28]([C:32](=[O:33])[O:34][CH2:35][CH3:36])[cH:29][cH:30][cH:31]3)[CH2:13][NH:14][c:15]3[c:16]2[cH:17][c:18]([CH3:21])[cH:19][cH:20]3)[cH:3][cH:4][cH:5][cH:6]1.[cH:45]1[cH:46][cH:47][n:48][cH:49][cH:50]1>>[c:1]1([CH3:38])[c:2]([C:7](=[O:8])[CH2:9][N:10]2[C:11](=[O:37])[CH:12]([NH:22][C:23](=[O:24])[NH:25][c:26]3[cH:27][c:28]([C:32](=[O:33])[O:34][CH2:35][CH3:36])[cH:29][cH:30][cH:31]3)[CH2:13][N:14]([C:39]([CH:40]([CH3:41])[CH3:42])=[O:43])[c:15]3[c:16]2[cH:17][c:18]([CH3:21])[cH:19][cH:20]3)[cH:3][cH:4][cH:5][cH:6]1. Starting materials: Cc1cc([N+](=O)[O-])cc(C(N)=O)c1OC1CCN(C(=O)OC(C)(C)C)CC1, CO. Product: Cc1cc(N)cc(C(N)=O)c1OC1CCN(C(=O)OC(C)(C)C)CC1. As a reaction SMILES: [C:1]([CH3:2])([CH3:3])([CH3:4])[O:5][C:6](=[O:7])[N:8]1[CH2:9][CH2:10][CH:11]([O:14][c:15]2[c:16]([C:25]([NH2:26])=[O:27])[cH:17][c:18]([N+:22]([O-:23])=[O:24])[cH:19][c:20]2[CH3:21])[CH2:12][CH2:13]1.[CH3:28][OH:29]>>[C:1]([CH3:2])([CH3:3])([CH3:4])[O:5][C:6](=[O:7])[N:8]1[CH2:9][CH2:10][CH:11]([O:14][c:15]2[c:16]([C:25]([NH2:26])=[O:27])[cH:17][c:18]([NH2:22])[cH:19][c:20]2[CH3:21])[CH2:12][CH2:13]1. The reactants are Cl.N[C@H](C(=O)N(C)C)CC1=CC=CC=C1 (2-(S)-amino-N,N-dimethyl-3-phenylpropionamide hydrochloride), CCN(C(C)C)C(C)C (DIPEA), C=1C=CC2=C(C1)N=NN2O (HOBt), O (H2O), carboxylic acid, CCN=C=NCCCN(C)C (EDCI). Run in CN(C)C=O (DMF). Conditions: time 18 hour. The product is CN(C(=O)[C@H](CC1=CC=CC=C1)NC(=O)C1=CC=2C(=CN=C(C2)C#C)N1)C (5-Ethynyl-1H-pyrrolo[2,3-c]pyridine-2-carboxylic acid (1-(S)-dimethylcarbamoyl-2-phenylethyl)amide). Reaction SMILES: Cl.[NH2:2][C@@H:3]([CH2:9][C:10]1[CH:15]=[CH:14][CH:13]=[CH:12][CH:11]=1)[C:4]([N:6]([CH3:8])[CH3:7])=[O:5].CC[N:18]([CH:22]([CH3:24])[CH3:23])[CH:19]([CH3:21])[CH3:20].C1C=[CH:27][C:28]2N(O)N=[N:31][C:29]=2[CH:30]=1.[OH2:35].CCN=C=NCCCN(C)C>CN(C=O)C>[CH3:7][N:6]([CH3:8])[C:4]([C@@H:3]([NH:2][C:21]([C:19]1[NH:18][C:22]2=[CH:23][N:31]=[C:29]([C:28]#[CH:27])[CH:30]=[C:24]2[CH:20]=1)=[O:35])[CH2:9][C:10]1[CH:11]=[CH:12][CH:13]=[CH:14][CH:15]=1)=[O:5] |f:0.1|. Procedure: To a solution of 2-(S)-amino-N,N-dimethyl-3-phenylpropionamide hydrochloride (Preparation 8, 0.0135 g, 0.059 mmol) in DMF (anhydrous, 3 mL) was added DIPEA (0.031 mL, 0.177 mmol) then carboxylic acid (Preparation 60, 0.010 g, 0.054 mmol). To the stirred solution was added HOBt.H2O (0.008 g, 0.059 mmol) then, after 10 min, EDCI (0.012 g, 0.065 mmol). The reaction mixture was stirred for 18 h then all volatiles were removed in vacuo. The residue was partitioned between ethyl acetate (30 mL) and wa... The reactants are C(c1cc(C#N)ccc1[Cl])=O, CC1=CN=C(C=C1)N, [C-]#[N+]C1CCCCC1. The reagents and catalysts are O=C(O)C(F)(F)F (trifluoroacetic acid). Solvent: CC(C)O (isopropyl alcohol), CC(C)O (isopropylalcohol). Conditions: temperature 22 celsius, time 20 hour. Product: Cc1ccc2nc(c3cc(C#N)ccc3[Cl])c(NC3CCCCC3)n2c1. The yield is 0.4%. As a reaction SMILES: CC1=CC=C(N)N=C1.[C-]#[N+]C1CCCCC1.ClC1=C(C=O)C=C(C=C1)C#N>>CC1=CN2C(C=C1)=NC(=C2NC1CCCCC1)C1=C(Cl)C=CC(=C1)C#N.